This data is from the Open Reaction Database (ORD), a public repository of structured organic reaction records. The task is: describe an organic reaction: reactants, conditions, products, and yield The solvent is CN(C=O)C (dimethylformamide), CN(C=O)C (dimethylformamide). Reaction SMILES: [C:1]([O:5][C:6]([NH:8][C:9]1[NH:13][C:12]2[CH:14]=[CH:15][C:16]([O:18][S:19]([C:22]3[CH:27]=[CH:26][C:25]([F:28])=[CH:24][CH:23]=3)(=[O:21])=[O:20])=[CH:17][C:11]=2[N:10]=1)=[O:7])([CH3:4])([CH3:3])[CH3:2].[H-].[Na+].[Cl:31][C:32]1[CH:33]=[C:34]([CH:37]=[CH:38][C:39]=1[O:40][CH3:41])[CH2:35]Br.O>CN(C)C=O>[C:1]([O:5][C:6]([N:8]([CH2:35][C:34]1[CH:37]=[CH:38][C:39]([O:40][CH3:41])=[C:32]([Cl:31])[CH:33]=1)[C:9]1[NH:10][C:11]2[CH:17]=[C:16]([O:18][S:19]([C:22]3[CH:23]=[CH:24][C:25]([F:28])=[CH:26][CH:27]=3)(=[O:20])=[O:21])[CH:15]=[CH:14][C:12]=2[N:13]=1)=[O:7])([CH3:4])([CH3:2])[CH3:3] |f:1.2|. Reactants: C(C)(C)(C)OC(=O)NC1=NC2=C(N1)C=CC(=C2)OS(=O)(=O)C2=CC=C(C=C2)F (4-fluoro-benzenesulfonic acid 2-tert-butoxycarbonylamino-1H-benzoimidazol-5-yl ester), [H-].[Na+] (sodium hydride), ClC=1C=C(CBr)C=CC1OC (3-chloro-4-methoxy-benzyl bromide), O (water). The yield is 31.2%. Yields the product C(C)(C)(C)OC(=O)N(C=1NC2=C(N1)C=CC(=C2)OS(=O)(=O)C2=CC=C(C=C2)F)CC2=CC(=C(C=C2)OC)Cl (4-fluoro-benzenesulfonic acid 2-[tert-butoxycarbonyl-(3-chloro-4-methoxy-benzyl)-amino]-3H-benzoimidazol-5-yl ester). Conditions: time 30 minute. Procedure: A stirred solution of 4-fluoro-benzenesulfonic acid 2-tert-butoxycarbonylamino-3H-benzoimidazol-5-yl ester (Example 55 (step 3), 200 mg) in dry dimethylformamide (3 ml) was treated with sodium hydride (12 mg, 60% dispersion in mineral oil). After stirring for 30 minutes the mixture was treated with a solution of 3-chloro-4-methoxy-benzyl bromide (94 mg) in dimethylformamide (1 ml) and stirring was continued for a further 3 hours. The reaction mixture was poured into water (10 ml) and then extrac... The reactants are ClCCCCBr, CCCCOCCCC, [H-], [LiH], N, [Na+], O, OCCN(c1ccccc1)c1ccccc1. Yields the product ClCCCCOCCN(c1ccccc1)c1ccccc1. RXN SMILES: [Br:21][CH2:22][CH2:23][CH2:24][CH2:25][Cl:26].[CH2:27]([O:28][CH2:29][CH2:30][CH2:31][CH3:32])[CH2:33][CH2:34][CH3:35].[H-:1].[LiH:20].[N:19].[Na+:2].[OH2:36].[c:3]1([N:9]([CH2:10][CH2:11][OH:12])[c:13]2[cH:14][cH:15][cH:16][cH:17][cH:18]2)[cH:4][cH:5][cH:6][cH:7][cH:8]1>>[c:3]1([N:9]([CH2:10][CH2:11][O:12][CH2:22][CH2:23][CH2:24][CH2:25][Cl:26])[c:13]2[cH:14][cH:15][cH:16][cH:17][cH:18]2)[cH:4][cH:5][cH:6][cH:7][cH:8]1. The reactants are CO, Oc1cccnc1C1=CCC2(CC1)OCCO2, [OH-], [OH-], [Pd+2]. Product: Oc1cccnc1C1CCC2(CC1)OCCO2. As a reaction SMILES: [CH3:18][OH:19].[O:1]1[CH2:2][CH2:3][O:4][C:5]12[CH2:6][CH:7]=[C:8]([c:11]1[n:12][cH:13][cH:14][cH:15][c:16]1[OH:17])[CH2:9][CH2:10]2.[OH-:20].[OH-:22].[Pd+2:21]>>[O:1]1[CH2:2][CH2:3][O:4][C:5]12[CH2:6][CH2:7][CH:8]([c:11]1[n:12][cH:13][cH:14][cH:15][c:16]1[OH:17])[CH2:9][CH2:10]2. Starting materials: C1(CCCCC1)CCC[C@H](CC(=O)OC(C)(C)C)C1=NC(=NO1)CS(=O)(=O)C1=CC=CC=C1 (tert-Butyl (3R)-6-cyclohexyl-3-{3-[(phenylsulfonyl)methyl]-1,2,4-oxadiazol-5-yl}hexanoate), FC(C(=O)O)(F)F (trifluoroacetic acid). Reaction conditions: time 4 hour. The product is C1(CCCCC1)CCC[C@H](CC(=O)O)C1=NC(=NO1)CS(=O)(=O)C1=CC=CC=C1 ((3R)-6-Cyclohexyl-3-{3-[(phenylsulfonyl)methyl]-1,2,4-oxadiazol-5-yl}hexanoic Acid). Reaction SMILES: [CH:1]1([CH2:7][CH2:8][CH2:9][C@@H:10]([C:19]2[O:23][N:22]=[C:21]([CH2:24][S:25]([C:28]3[CH:33]=[CH:32][CH:31]=[CH:30][CH:29]=3)(=[O:27])=[O:26])[N:20]=2)[CH2:11][C:12]([O:14]C(C)(C)C)=[O:13])[CH2:6][CH2:5][CH2:4][CH2:3][CH2:2]1.FC(F)(F)C(O)=O>>[CH:1]1([CH2:7][CH2:8][CH2:9][C@@H:10]([C:19]2[O:23][N:22]=[C:21]([CH2:24][S:25]([C:28]3[CH:33]=[CH:32][CH:31]=[CH:30][CH:29]=3)(=[O:26])=[O:27])[N:20]=2)[CH2:11][C:12]([OH:14])=[O:13])[CH2:6][CH2:5][CH2:4][CH2:3][CH2:2]1. Procedure details: tert-Butyl (3R)-6-cyclohexyl-3-{3-[(phenylsulfonyl)methyl]-1,2,4-oxadiazol-5-yl}hexanoate (Preparation 54) (78 mg, 0.16 mmol) was treated with trifluoroacetic acid (2 ml) and the resulting mixture was stirred at room temperature under a nitrogen atmosphere for 4 hours. The solvent was removed under reduced pressure and the residue azeotroped from toluene then dichloromethane to afford the title compound as an oil which crystallised on standing (60 mg). The reactants are CC(C)(C)C(=O)c1cn(COCC[Si](C)(C)C)c2ncc(N=C(c3ccccc3)c3ccccc3)nc12, CC(=O)[O-], CO, Cl, NO, [Na+]. Yields the product CC(C)(C)C(=O)c1cn(COCC[Si](C)(C)C)c2ncc(N)nc12. As a reaction SMILES: [C:1]([c:2]1[cH:3][cH:4][cH:5][cH:6][cH:7]1)([c:8]1[cH:9][cH:10][cH:11][cH:12][cH:13]1)=[N:14][c:15]1[n:16][c:17]2[c:18]([n:19][cH:20]1)[n:21]([CH2:30][O:31][CH2:32][CH2:33][Si:34]([CH3:35])([CH3:36])[CH3:37])[cH:22][c:23]2[C:24]([C:25]([CH3:26])([CH3:27])[CH3:28])=[O:29].[CH3:39][C:40](=[O:41])[O-:42].[CH3:46][OH:47].[ClH:43].[NH2:44][OH:45].[Na+:38]>>[NH2:14][c:15]1[n:16][c:17]2[c:18]([n:19][cH:20]1)[n:21]([CH2:30][O:31][CH2:32][CH2:33][Si:34]([CH3:35])([CH3:36])[CH3:37])[cH:22][c:23]2[C:24]([C:25]([CH3:26])([CH3:27])[CH3:28])=[O:29]. Starting materials: C(=O)(O)C=1N=C(N(C1)C(C1=CC=CC=C1)(C1=CC=CC=C1)C1=CC=CC=C1)F (4-carboxy-2-fluoro-1-triphenylmethylimidazole), 1,5-diazabicyclo-5,4,0-undec-5-ene, O (water), C(C)I (ethyl iodide). Run in C1CCOC1 (THF). Run at time 2 hour. Product: C(C)OC(=O)C=1N=C(N(C1)C(C1=CC=CC=C1)(C1=CC=CC=C1)C1=CC=CC=C1)F (4-ethoxycarbonyl-2-fluoro-1-triphenylmethylimidazole). Reaction SMILES: [C:1]([C:4]1[N:5]=[C:6]([F:28])[N:7]([C:9]([C:22]2[CH:27]=[CH:26][CH:25]=[CH:24][CH:23]=2)([C:16]2[CH:21]=[CH:20][CH:19]=[CH:18][CH:17]=2)[C:10]2[CH:15]=[CH:14][CH:13]=[CH:12][CH:11]=2)[CH:8]=1)([OH:3])=[O:2].[CH2:29](I)[CH3:30].O>C1COCC1>[CH2:29]([O:2][C:1]([C:4]1[N:5]=[C:6]([F:28])[N:7]([C:9]([C:16]2[CH:17]=[CH:18][CH:19]=[CH:20][CH:21]=2)([C:10]2[CH:11]=[CH:12][CH:13]=[CH:14][CH:15]=2)[C:22]2[CH:27]=[CH:26][CH:25]=[CH:24][CH:23]=2)[CH:8]=1)=[O:3])[CH3:30]. Procedure details: A solution of 4-carboxy-2-fluoro-1-triphenylmethylimidazole (280 mg.) in THF (0.75 ml.) was treated, under argon with 1,5-diazabicyclo-5,4,0-undec-5-ene (0.112 ml.) followed by ethyl iodide (0.069 ml.). The mixture was stirred for two hours at room temperature, water was added and the mixture extracted, with ether. The ether extract was dried (MgSO4) and evaporated to give 4-ethoxycarbonyl-2-fluoro-1-triphenylmethylimidazole (185 mg.) as a yellow foam having the following n.m.r. in CDCl3 : 1.38 ... Procedure details: To a solution of phosgene (2.5 ml) in toluene (15 ml) were added in turn triethylamine (1.45 ml) and a solution of (2S,4R)-1-allyloxycarbonyl-4-hydroxy-2-(2-methyl-3-oxo-1-butenyl)pyrrolidine (2.50 g) in toluene (10 ml) at 0° C. After stirring at 0° C. for 2 hours, the mixture was evaporated in vacuo and the residue was taken up into toluene (15 ml). Evaporation of the solvent gave a residue, which was dissolved in tetrahydrofuran (5 ml). This solution was added dropwise to a solution of dimethy... Solvent: C1(=CC=CC=C1)C (toluene), C(C)N(CC)CC (triethylamine), C(C)(=O)OCC (ethyl acetate), O1CCCC1 (tetrahydrofuran), O (water), O1CCCC1 (tetrahydrofuran), C1(=CC=CC=C1)C (toluene). The reactants are Cl (hydrochloric acid), C(=O)(Cl)Cl (phosgene), C(C=C)OC(=O)N1[C@@H](C[C@H](C1)O)C=C(C(C)=O)C ((2S,4R)-1-allyloxycarbonyl-4-hydroxy-2-(2-methyl-3-oxo-1-butenyl)pyrrolidine), CNC (dimethylamine). Yields the product C(C=C)OC(=O)N1[C@@H](C[C@H](C1)OC(N(C)C)=O)C=C(C(C)=O)C ((2S,4R)-1-allyloxycarbonyl-4-(dimethylcarbamoyloxy)-2-(2-methyl-3-oxo-1-butenyl)pyrrolidine). As a reaction SMILES: [C:1](Cl)(Cl)=[O:2].[CH2:5]([O:8][C:9]([N:11]1[CH2:15][C@H:14]([OH:16])[CH2:13][C@H:12]1[CH:17]=[C:18]([CH3:22])[C:19](=[O:21])[CH3:20])=[O:10])[CH:6]=[CH2:7].[CH3:23][NH:24][CH3:25].Cl>C1(C)C=CC=CC=1.O1CCCC1.O.C(OCC)(=O)C.C(N(CC)CC)C>[CH2:5]([O:8][C:9]([N:11]1[CH2:15][C@H:14]([O:16][C:1](=[O:2])[N:24]([CH3:25])[CH3:23])[CH2:13][C@H:12]1[CH:17]=[C:18]([CH3:22])[C:19](=[O:21])[CH3:20])=[O:10])[CH:6]=[CH2:7]. Run at temperature 0 celsius, time 2 hour. The reactants are BrCCCBr, O=C([O-])[O-], CC#N, Oc1ccccc1F, [K+], [K+]. Product: Fc1ccccc1OCCCBr. RXN SMILES: [Br:9][CH2:10][CH2:11][CH2:12][Br:13].[C:14](=[O:15])([O-:16])[O-:17].[C:20](#[N:21])[CH3:22].[F:1][c:2]1[c:3]([OH:8])[cH:4][cH:5][cH:6][cH:7]1.[K+:18].[K+:19]>>[F:1][c:2]1[c:3]([O:8][CH2:12][CH2:11][CH2:10][Br:9])[cH:4][cH:5][cH:6][cH:7]1.